The task is: describe an organic reaction: reactants, conditions, products, and yield. This data is from the Open Reaction Database (ORD), a public repository of structured organic reaction records. The reactants are ClCl (chlorine), 2-(1-oxo-2-ethyl-2,67-trichloro-5-indanyloxy)-2-methylpropionic acid, O=C1C(CC2=CC(=C(C(=C12)Cl)Cl)OC(C(=O)O)(C)C)CC (2-(1-Oxo-2-ethyl-6,7-dichloro-5-indanyloxy)-2-methylpropionic acid), O (water). Run in C(C)(=O)O (acetic acid), C(C)(=O)O (acetic acid). Run at time 1 hour. Product: O=C1C(CC2=CC(=C(C(=C12)Cl)Cl)OC(C(=O)O)(C)C)(Cl)CC (2-(1-Oxo-2-ethyl-2,6,7-trichloro-5-indanyloxy)-methylpropionic Acid). RXN SMILES: [O:1]=[C:2]1[C:10]2[C:5](=[CH:6][C:7]([O:13][C:14]([CH3:19])([CH3:18])[C:15]([OH:17])=[O:16])=[C:8]([Cl:12])[C:9]=2[Cl:11])[CH2:4][CH:3]1[CH2:20][CH3:21].[Cl:22]Cl.O>C(O)(=O)C>[O:1]=[C:2]1[C:10]2[C:5](=[CH:6][C:7]([O:13][C:14]([CH3:18])([CH3:19])[C:15]([OH:17])=[O:16])=[C:8]([Cl:12])[C:9]=2[Cl:11])[CH2:4][C:3]1([CH2:20][CH3:21])[Cl:22]. Reported procedure: 2-(1-Oxo-2-ethyl-6,7-dichloro-5-indanyloxy)-2-methylpropionic acid (4.7 g., 0.0014 mole) is dissolved in warm acetic acid (170 ml.) and treated with a solution of chlorine (1.06 g., 0.015 mole) in acetic acid (20 ml.) at 20° C. with stirring. The reaction mixture is kept at 20° C. for one hour and then at 80°0 C. for one hour. The reaction mixture is cooled and added to water (1 1.) with stirring. The white powder that separates is recrystallized from acetic acid-water (4:3) to obtain 3.0 g. of ...